The task is: describe an organic reaction: reactants, conditions, products, and yield. This data is from the Open Reaction Database (ORD), a public repository of structured organic reaction records. Starting materials: O=CC(=O)O, CC(=O)c1ccc2c(c1)OCO2, CC(=O)O, O. Product: O=C(O)C=CC(=O)c1ccc2c(c1)OCO2. As a reaction SMILES: [C:1]([CH:2]=[O:3])(=[O:4])[OH:5].[CH2:6]1[O:7][c:8]2[cH:9][c:10]([C:15]([CH3:16])=[O:17])[cH:11][cH:12][c:13]2[O:14]1.[CH3:18][C:19](=[O:20])[OH:21].[OH2:22]>>[C:1]([CH:2]=[CH:16][C:15]([c:10]1[cH:9][c:8]2[c:13]([cH:12][cH:11]1)[O:14][CH2:6][O:7]2)=[O:17])(=[O:4])[OH:5]. Reactants: O1CCOC12CC(N(CC2)C(=O)OCC2=CC=CC=C2)C(=O)OC (7-Methyl 8-(phenylmethyl) 1,4-dioxa-8-azaspiro[4.5]decane-7,8-dicarboxylate). The reagents and catalysts are [Pd] (palladium on carbon). Solvent: C(C)(=O)OCC (ethyl acetate). The product is O1CCOC12CC(NCC2)C(=O)OC (Methyl 1,4-dioxa-8-azaspiro[4.5]decane-7-carboxylate). The yield is 90.9%. Reaction SMILES: [O:1]1[C:5]2([CH2:10][CH2:9][N:8](C(OCC3C=CC=CC=3)=O)[CH:7]([C:21]([O:23][CH3:24])=[O:22])[CH2:6]2)[O:4][CH2:3][CH2:2]1>C(OCC)(=O)C.[Pd]>[O:1]1[C:5]2([CH2:10][CH2:9][NH:8][CH:7]([C:21]([O:23][CH3:24])=[O:22])[CH2:6]2)[O:4][CH2:3][CH2:2]1. Procedure: A solution of the product of stage (iii) (5.50 g) in ethyl acetate (60 ml) was hydrogenated over 10% palladium on carbon (0.50 g) for 4 h. The catalyst was filtered off and the filtrate evaporated in vacuo to give the title compound as an oil (3.0 g). Starting materials: C(=NC1CCCCC1)=NC1CCCCC1, CN(C)c1ccncc1, O=C(O)Cc1ccc(-c2ccnc(F)c2)nc1, CN(C)C=O, Nc1ccc(-c2cnccn2)cn1. Product: O=C(Cc1ccc(-c2ccnc(F)c2)nc1)Nc1ccc(-c2cnccn2)cn1. Reaction SMILES: [CH2:31]1[CH2:32][CH2:33][CH:34]([N:35]=[C:36]=[N:37][CH:38]2[CH2:39][CH2:40][CH2:41][CH2:42][CH2:43]2)[CH2:44][CH2:45]1.[CH3:46][N:47]([CH3:48])[c:49]1[cH:50][cH:51][n:52][cH:53][cH:54]1.[F:1][c:2]1[n:3][cH:4][cH:5][c:6](-[c:8]2[n:9][cH:10][c:11]([CH2:14][C:15](=[O:16])[OH:17])[cH:12][cH:13]2)[cH:7]1.[O:55]=[CH:56][N:57]([CH3:58])[CH3:59].[n:18]1[c:19](-[c:24]2[cH:25][cH:26][c:27]([NH2:30])[n:28][cH:29]2)[cH:20][n:21][cH:22][cH:23]1>>[F:1][c:2]1[n:3][cH:4][cH:5][c:6](-[c:8]2[n:9][cH:10][c:11]([CH2:14][C:15](=[O:17])[NH:30][c:27]3[cH:26][cH:25][c:24](-[c:19]4[n:18][cH:23][cH:22][n:21][cH:20]4)[cH:29][n:28]3)[cH:12][cH:13]2)[cH:7]1. Starting materials: S(=S)(=O)([O-])[O-].[Na+].[Na+] (sodium thiosulfate), C(=O)(N)N.OO (urea peroxide), C1(C=2C(C(=O)O1)=CC=CC2)=O (phthalic anhydride), ClC=1C(=NC=C(C1OC)C)C (3-chloro-4-methoxy-2,5-dimethylpyridine). The solvent is ClCCl (dichloromethane), C(Cl)(Cl)Cl (chloroform). Conditions: time 2.5 hour. Product: ClC=1C(=[N+](C=C(C1OC)C)[O-])C (3-Chloro-4-methoxy-2,5-dimethylpyridine 1-oxide). Yield: 91.5%. RXN SMILES: [Cl:1][C:2]1[C:3]([CH3:11])=[N:4][CH:5]=[C:6]([CH3:10])[C:7]=1[O:8][CH3:9].C(N)(N)=[O:13].OO.C1(=O)OC(=O)C2=CC=CC=C12.S([O-])([O-])(=O)=S.[Na+].[Na+]>ClCCl.C(Cl)(Cl)Cl>[Cl:1][C:2]1[C:3]([CH3:11])=[N+:4]([O-:13])[CH:5]=[C:6]([CH3:10])[C:7]=1[O:8][CH3:9] |f:1.2,4.5.6|. Reported procedure: The above 3-chloro-4-methoxy-2,5-dimethylpyridine (181 mg) was dissolved in 5 ml of dichloromethane, and urea peroxide (169 mg) and phthalic anhydride (219 mg) were then added to the solution. The resulting mixture was stirred at room temperature for 2.5 hours. Thereafter, a saturated aqueous sodium thiosulfate solution was added to the reaction solution under cooling on ice, and the resulting mixture was then diluted with chloroform. The water layer was extracted with chloroform two times. The ... The reactants are O=C(O)C=Cc1ccc(C(F)(F)F)nc1CCc1ccccc1, Cl, C#Cc1cc(CN)cc(F)c1NS(C)(=O)=O. Yields the product C#Cc1cc(CNC(=O)C=Cc2ccc(C(F)(F)F)nc2CCc2ccccc2)cc(F)c1NS(C)(=O)=O. RXN SMILES: [CH2:18]([CH2:19][c:20]1[cH:21][cH:22][cH:23][cH:24][cH:25]1)[c:26]1[n:27][c:28]([C:37]([F:38])([F:39])[F:40])[cH:29][cH:30][c:31]1[CH:32]=[CH:33][C:34](=[O:35])[OH:36].[ClH:17].[NH2:1][CH2:2][c:3]1[cH:4][c:5]([F:16])[c:6]([NH:11][S:12](=[O:13])(=[O:14])[CH3:15])[c:7]([C:9]#[CH:10])[cH:8]1>>[NH:1]([CH2:2][c:3]1[cH:4][c:5]([F:16])[c:6]([NH:11][S:12](=[O:13])(=[O:14])[CH3:15])[c:7]([C:9]#[CH:10])[cH:8]1)[C:34]([CH:33]=[CH:32][c:31]1[c:26]([CH2:18][CH2:19][c:20]2[cH:21][cH:22][cH:23][cH:24][cH:25]2)[n:27][c:28]([C:37]([F:38])([F:39])[F:40])[cH:29][cH:30]1)=[O:35].